This data is from the Open Reaction Database (ORD), a public repository of structured organic reaction records. The task is: describe an organic reaction: reactants, conditions, products, and yield Reactants: O=C([O-])[O-], O=C1c2cccc3cc(O)cc(c23)C(=O)N1OCc1ccccc1, CC(C)=O, CN(C)CCCl, Cl, [I-], [K+], [K+], [K+]. The product is CN(C)CCOc1cc2c3c(cccc3c1)C(=O)N(OCc1ccccc1)C2=O. RXN SMILES: [C:10](=[O:11])([O-:12])[O-:13].[CH2:16]([c:17]1[cH:18][cH:19][cH:20][cH:21][cH:22]1)[O:23][N:24]1[C:25](=[O:39])[c:26]2[cH:27][cH:28][cH:29][c:30]3[c:31]2[c:32]([cH:35][c:36]([OH:38])[cH:37]3)[C:33]1=[O:34].[CH3:40][C:41](=[O:42])[CH3:43].[Cl:2][CH2:3][CH2:4][N:5]([CH3:6])[CH3:7].[ClH:1].[I-:9].[K+:14].[K+:15].[K+:8]>>[CH2:3]([CH2:4][N:5]([CH3:6])[CH3:7])[O:38][c:36]1[cH:35][c:32]2[c:31]3[c:26]([cH:27][cH:28][cH:29][c:30]3[cH:37]1)[C:25](=[O:39])[N:24]([O:23][CH2:16][c:17]1[cH:18][cH:19][cH:20][cH:21][cH:22]1)[C:33]2=[O:34]. The reactants are [BH4-].[Na+] (sodium borohydride), O=C1CCC(C2=C1SC=C2)CC(=O)N (4,5,6,7-Tetrahydro-7-oxobenzo[b]thien-4-ylacetamide), O (water). Reaction SMILES: [O:1]=[C:2]1[C:7]2[S:8][CH:9]=[CH:10][C:6]=2[CH:5]([CH2:11][C:12]([NH2:14])=[O:13])[CH2:4][CH2:3]1.[BH4-].[Na+].O>C(O)C>[OH:1][CH:2]1[C:7]2[S:8][CH:9]=[CH:10][C:6]=2[CH:5]([CH2:11][C:12]([NH2:14])=[O:13])[CH2:4][CH2:3]1 |f:1.2|. Product: OC1CCC(C2=C1SC=C2)CC(=O)N (4,5,6,7-Tetrahydro-7-hydroxy-benzo[b]thien-4-ylacetamide). Reported procedure: Twenty-seven g (0.129 M) of 4,5,6,7-Tetrahydro-7-oxobenzo[b]thien-4-ylacetamide is dissolved in absolute ethanol (270 ml) and treated with sodium borohydride (4.9 g, 0.129 M). The mixture is stirred at room temperature overnight, water (250 ml) is added and stirring continued for 2 hours. The bulk of the ethanol is evaporated and the precipitated solid is filtered off, washed twice with water (total 50 ml) and air dried to afford the title compound (13.73 g, 50.4% yield) as an off white solid, m... Solvent: C(C)O (ethanol). Conditions: time 8 hour. Yield: 50.4%. Starting materials: O=C=Nc1ccc(Cl)cc1, ClCCl, Cn1ncc(Cl)c1-c1cc(N)ccc1OCCN1CC(O)C1, CN(C)C=O. Yields the product Cn1ncc(Cl)c1-c1cc(NC(=O)Nc2ccc(Cl)cc2)ccc1OCCN1CC(O)C1. Reaction SMILES: [Cl:1][c:2]1[cH:3][cH:4][c:5]([N:8]=[C:9]=[O:10])[cH:6][cH:7]1.[Cl:33][CH2:34][Cl:35].[NH2:11][c:12]1[cH:13][c:14](-[c:26]2[n:27]([CH3:32])[n:28][cH:29][c:30]2[Cl:31])[c:15]([O:16][CH2:17][CH2:18][N:19]2[CH2:20][CH:21]([OH:23])[CH2:22]2)[cH:24][cH:25]1.[O:36]=[CH:37][N:38]([CH3:39])[CH3:40]>>[Cl:1][c:2]1[cH:3][cH:4][c:5]([NH:8][C:9](=[O:10])[NH:11][c:12]2[cH:13][c:14](-[c:26]3[n:27]([CH3:32])[n:28][cH:29][c:30]3[Cl:31])[c:15]([O:16][CH2:17][CH2:18][N:19]3[CH2:20][CH:21]([OH:23])[CH2:22]3)[cH:24][cH:25]2)[cH:6][cH:7]1. Starting materials: O.O.O.O.O.O.[Cl-].[Cl-].[Ni+2] (Nickel chloridehexahydrate), C1=CC(=CC(=C1)S(=O)(=O)[O-])P(C2=CC(=CC=C2)S(=O)(=O)[O-])C3=CC(=CC=C3)S(=O)(=O)[O-].[Na+].[Na+].[Na+] (tppts). The solvent is O (water). Product: Cl[Ni]Cl.C1=CC(=CC(=C1)S(=O)(=O)[O-])P(C2=CC(=CC=C2)S(=O)(=O)[O-])C3=CC(=CC=C3)S(=O)(=O)[O-].[Na+].[Na+].[Na+] (NiCl2 TPPTS). As a reaction SMILES: O.O.O.O.O.O.[Cl-:7].[Cl-:8].[Ni+2:9].[CH:10]1[CH:15]=[C:14]([S:16]([O-:19])(=[O:18])=[O:17])[CH:13]=[C:12]([P:20]([C:31]2[CH:36]=[CH:35][CH:34]=[C:33]([S:37]([O-:40])(=[O:39])=[O:38])[CH:32]=2)[C:21]2[CH:26]=[CH:25][CH:24]=[C:23]([S:27]([O-:30])(=[O:29])=[O:28])[CH:22]=2)[CH:11]=1.[Na+:41].[Na+].[Na+]>O>[Cl:7][Ni:9][Cl:8].[CH:35]1[CH:34]=[C:33]([S:37]([O-:40])(=[O:39])=[O:38])[CH:32]=[C:31]([P:20]([C:12]2[CH:11]=[CH:10][CH:15]=[C:14]([S:16]([O-:19])(=[O:17])=[O:18])[CH:13]=2)[C:21]2[CH:26]=[CH:25][CH:24]=[C:23]([S:27]([O-:30])(=[O:29])=[O:28])[CH:22]=2)[CH:36]=1.[Na+:41].[Na+:41].[Na+:41] |f:0.1.2.3.4.5.6.7.8,9.10.11.12,14.15.16.17.18|. Reported procedure: Nickel chloridehexahydrate (0.05 mols) was reacted with tppts (0.12 mols) in water sufficient to dissolve and formed complex was precipitated by ethanol The reactants are ON[C@@H](CC(=O)OCC)C(=O)OCC (diethyl N-hydroxyaspartate), quartz, quartz. Run in C(C)O (ethanol). Yields the product N/C(/C(=O)OCC)=C/C(=O)OCC (diethyl 2-aminomaleate). Yield: 34.5%. As a reaction SMILES: O[NH:2][C@H:3]([C:10]([O:12][CH2:13][CH3:14])=[O:11])[CH2:4][C:5]([O:7][CH2:8][CH3:9])=[O:6]>C(O)C>[NH2:2]/[C:3](=[CH:4]/[C:5]([O:7][CH2:8][CH3:9])=[O:6])/[C:10]([O:12][CH2:13][CH3:14])=[O:11]. Procedure details: A solution (10 ml) of diethyl N-hydroxyaspartate (9.4% solution, 7.8 g, 3.6 mmol) in ethanol was fed in a quartz column (1 inch ID) containing glass beads (3 inches long) at 200° C. at the rate of 0.2 ml per minute along with nitrogen at a rate of 1000 ml per minute. The vaporized material escaping at the end of quartz column was collected using a dry-ice trap. The condensate (0.35 g) was analyzed by GLC. The analysis found that the reaction gave diethyl 2-aminomaleate in about 34.5% yield. The reactants are CC(=O)OCC1OC(c2ccc(Cl)c(Cc3ccc(Br)s3)c2)C(OC(C)=O)C(OC(C)=O)C1OC(C)=O, CCCC[Sn](CCCC)(CCCC)c1cccc(OCC)n1. The product is CCOc1cccc(-c2ccc(Cc3cc(C4OC(COC(C)=O)C(OC(C)=O)C(OC(C)=O)C4OC(C)=O)ccc3Cl)s2)n1. As a reaction SMILES: [C:1]([CH3:2])(=[O:3])[O:4][CH:5]1[CH:6]([c:24]2[cH:25][c:26]([CH2:31][c:32]3[s:33][c:34]([Br:37])[cH:35][cH:36]3)[c:27]([Cl:30])[cH:28][cH:29]2)[O:7][CH:8]([CH2:19][O:20][C:21]([CH3:22])=[O:23])[CH:9]([O:15][C:16]([CH3:17])=[O:18])[CH:10]1[O:11][C:12]([CH3:13])=[O:14].[CH2:38]([Sn:39]([CH2:40][CH2:41][CH2:42][CH3:52])([c:43]1[n:44][c:45]([O:49][CH2:50][CH3:51])[cH:46][cH:47][cH:48]1)[CH2:53][CH2:54][CH2:55][CH3:56])[CH2:57][CH2:58][CH3:59]>>[C:1]([CH3:2])(=[O:3])[O:4][CH:5]1[CH:6]([c:24]2[cH:25][c:26]([CH2:31][c:32]3[s:33][c:34](-[c:43]4[n:44][c:45]([O:49][CH2:50][CH3:51])[cH:46][cH:47][cH:48]4)[cH:35][cH:36]3)[c:27]([Cl:30])[cH:28][cH:29]2)[O:7][CH:8]([CH2:19][O:20][C:21]([CH3:22])=[O:23])[CH:9]([O:15][C:16]([CH3:17])=[O:18])[CH:10]1[O:11][C:12]([CH3:13])=[O:14]. Starting materials: ClC=1C=C(CC=2C(=CSC2)C(=O)O)C=CC1 (4-(3-chlorobenzyl)thiophene-3-carboxylic acid), [Cl-].COC(=O)C1=CC=C(C=C1)[C@H](C)[NH3+] ((1S)-1-[4-(methoxycarbonyl)phenyl]ethanaminium chloride). Yields the product ClC=1C=C(CC=2C(=CSC2)C(=O)N[C@@H](C)C2=CC=C(C(=O)OC)C=C2)C=CC1 (methyl 4-[(1S)-1-({[4-(3-chlorobenzyl)-3-thienyl]carbonyl}amino)ethyl]benzoate). RXN SMILES: [Cl:1][C:2]1[CH:3]=[C:4]([CH:14]=[CH:15][CH:16]=1)[CH2:5][C:6]1[C:7]([C:11]([OH:13])=O)=[CH:8][S:9][CH:10]=1.[Cl-].[CH3:18][O:19][C:20]([C:22]1[CH:27]=[CH:26][C:25]([C@@H:28]([NH3+:30])[CH3:29])=[CH:24][CH:23]=1)=[O:21]>>[Cl:1][C:2]1[CH:3]=[C:4]([CH:14]=[CH:15][CH:16]=1)[CH2:5][C:6]1[C:7]([C:11]([NH:30][C@H:28]([C:25]2[CH:26]=[CH:27][C:22]([C:20]([O:19][CH3:18])=[O:21])=[CH:23][CH:24]=2)[CH3:29])=[O:13])=[CH:8][S:9][CH:10]=1 |f:1.2|. Procedure details: 4-(3-Chlorobenzyl)thiophene-3-carboxylic acid from Example 3, Step 3 (380 mg, 1.50 mmol) was reacted with (1S)-1-[4-(methoxycarbonyl)phenyl]ethanaminium chloride from Example 1, Step 9 under conditions similar to Example 1, Step 10. After chromatography on silica gel (EtOAc/hexane 40:60 to 95:5), the desired product was obtained as a white solid.